From a dataset of the Open Reaction Database (ORD), a public repository of structured organic reaction records. describe an organic reaction: reactants, conditions, products, and yield The reactants are BrC(Br)(Br)Br, Cc1cc(C)c2c(CO)nsc2c1, ClCCl, c1ccc(P(c2ccccc2)c2ccccc2)cc1. The product is Cc1cc(C)c2c(CBr)nsc2c1. Reaction SMILES: [Br:33][C:34]([Br:35])([Br:36])[Br:37].[CH3:1][c:2]1[cH:3][c:4]([CH3:13])[cH:5][c:6]2[c:7]1[c:8]([CH2:11][OH:12])[n:9][s:10]2.[Cl:38][CH2:39][Cl:40].[c:14]1([P:15]([c:16]2[cH:17][cH:18][cH:19][cH:20][cH:21]2)[c:22]2[cH:23][cH:24][cH:25][cH:26][cH:27]2)[cH:28][cH:29][cH:30][cH:31][cH:32]1>>[CH3:1][c:2]1[cH:3][c:4]([CH3:13])[cH:5][c:6]2[c:7]1[c:8]([CH2:11][Br:33])[n:9][s:10]2. RXN SMILES: [CH3:1][O:2][C:3]1[C:10]([F:11])=[CH:9][C:6]([CH:7]=O)=[CH:5][C:4]=1[F:12].CO[CH:15](OC)[CH2:16][NH2:17].Cl.[S-:21][C:22]#[N:23].[K+]>C(O)C.[Pd].CO>[CH3:1][O:2][C:3]1[C:10]([F:11])=[CH:9][C:6]([CH2:7][N:17]2[CH:16]=[CH:15][NH:23][C:22]2=[S:21])=[CH:5][C:4]=1[F:12] |f:3.4|. Procedure: A mixture of 4-methoxy-3,5-difluorobenzaldehyde (17.2 g, 0.1 mol), aminoacetaldehyde dimethyl acetal (10.5 g, 0.1 mol), and methanol (1 ml) was heated at 95° C. for 10 minutes. The resulting mixture was dissolved in ethanol (150 ml) and hydrogenated over 10% Pd on carbon (1 g) until H2 uptake slowed (about 2 hours). The catalyst was filtered and the filtrate was treated with 1.5N hydrochloric acid (80 ml) and potassium thiocyanate (10.4 g, 0.11 mol). The resulting mixture was boiled until the vo... Isolated yield 72.0%. Solvent: CO (methanol), C(C)O (ethanol). Conditions: temperature 95 celsius. Reagents/catalysts: [Pd] (Pd on carbon). Starting materials: COC1=C(C=C(C=O)C=C1F)F (4-methoxy-3,5-difluorobenzaldehyde), COC(CN)OC (aminoacetaldehyde dimethyl acetal), Cl (hydrochloric acid), [S-]C#N.[K+] (potassium thiocyanate). Yields the product COC1=C(C=C(CN2C(NC=C2)=S)C=C1F)F (1-(4'-methoxy-3',5'-difluorobenzyl)-1,3-dihydro-2H-imidazole-2-thione). Reactants: C(C)OC1=NC(=C(C(=C1C#N)C1=CC=C(C=C1)OCCO)C#N)S (2-ethoxy-4-[4-(2-hydroxyethoxy)phenyl]-6-sulphanylpyridine-3,5-dicarbonitrile), ClCC=1N=C(SC1)C1=CC=C(C=C1)Cl (4-(chloromethyl)-2-(4-chlorophenyl)-1,3-thiazole), C([O-])(O)=O.[Na+] (sodium bicarbonate). The solvent is CN(C)C=O (DMF). The product is ClC1=CC=C(C=C1)C=1SC=C(N1)CSC1=NC(=C(C(=C1C#N)C1=CC=C(C=C1)OCCO)C#N)OCC (2-({[2-(4-Chlorophenyl)-1,3-thiazol-4-yl]methyl}sulphanyl)-6-ethoxy-4-[4-(2-hydroxyethoxy)-phenyl]pyridine-3,5-dicarbonitrile). Reaction SMILES: [CH2:1]([O:3][C:4]1[C:9]([C:10]#[N:11])=[C:8]([C:12]2[CH:17]=[CH:16][C:15]([O:18][CH2:19][CH2:20][OH:21])=[CH:14][CH:13]=2)[C:7]([C:22]#[N:23])=[C:6]([SH:24])[N:5]=1)[CH3:2].Cl[CH2:26][C:27]1[N:28]=[C:29]([C:32]2[CH:37]=[CH:36][C:35]([Cl:38])=[CH:34][CH:33]=2)[S:30][CH:31]=1.C(=O)(O)[O-].[Na+]>CN(C=O)C>[Cl:38][C:35]1[CH:34]=[CH:33][C:32]([C:29]2[S:30][CH:31]=[C:27]([CH2:26][S:24][C:6]3[C:7]([C:22]#[N:23])=[C:8]([C:12]4[CH:17]=[CH:16][C:15]([O:18][CH2:19][CH2:20][OH:21])=[CH:14][CH:13]=4)[C:9]([C:10]#[N:11])=[C:4]([O:3][CH2:1][CH3:2])[N:5]=3)[N:28]=2)=[CH:37][CH:36]=1 |f:2.3|. Procedure details: 100 mg (0.293 mmol) of 2-ethoxy-4-[4-(2-hydroxyethoxy)phenyl]-6-sulphanylpyridine-3,5-dicarbonitrile together with 78 mg (0.322 mmol) of 4-(chloromethyl)-2-(4-chlorophenyl)-1,3-thiazole and 98 mg (1.172 mmol) of sodium bicarbonate are stirred in 2 ml of DMF at room temperature overnight. The reaction mixture is purified by preparative HPLC (acetonitrile/water: 10:90→95:5). This gives 77 mg (47% of theory) of the target compound. Starting materials: C(#N)[BH3-].[Na+] (Sodium cyanoborohydride), ClC1=CC=C(C=C1)C1(CCC1)C(COC)=O (1-[1-(4-chlorophenyl)cyclobutyl]-2methoxyethanone), C(C)(=O)[O-].[NH4+] (ammonium acetate), C([O-])([O-])=O.[Na+].[Na+] (sodium carbonate), Cl (hydrochloric acid), S(O)(O)(=O)=O (sulphuric acid). Solvent: O (water), CO (methanol), CC(C)O (propan-2-ol), O (water). Reaction conditions: time 10 day. Product: Cl.ClC1=CC=C(C=C1)C1(CCC1)C(COC)N (1-[1-(4-chlorophenyl)cyclobutyl]-2-methoxyethylamine hydrochloride). Reaction SMILES: C([BH3-])#[N:2].[Na+].[Cl:5][C:6]1[CH:11]=[CH:10][C:9]([C:12]2([C:16](=O)[CH2:17][O:18][CH3:19])[CH2:15][CH2:14][CH2:13]2)=[CH:8][CH:7]=1.C([O-])(=O)C.[NH4+].C(=O)([O-])[O-].[Na+].[Na+].S(=O)(=O)(O)O.Cl>CC(O)C.O.CO>[ClH:5].[Cl:5][C:6]1[CH:11]=[CH:10][C:9]([C:12]2([CH:16]([NH2:2])[CH2:17][O:18][CH3:19])[CH2:15][CH2:14][CH2:13]2)=[CH:8][CH:7]=1 |f:0.1,3.4,5.6.7,13.14|. Reported procedure: Sodium cyanoborohydride (4 g) was added to a stirred mixture of 1-[1-(4-chlorophenyl)cyclobutyl]-2methoxyethanone (20 g), ammonium acetate (70 g) and methanol (300 ml) and the mixture allowed to stand at ambient temperature for 10 days. The mixture was poured into water (1 litre), basified with aqueous sodium carbonate solution and extracted with ether. The extract was evaporated to yield an oil which was poured into water, acidified with concentrated sulphuric acid and allowed to stand for 16 h...